Dataset: the Open Reaction Database (ORD), a public repository of structured organic reaction records. Task: describe an organic reaction: reactants, conditions, products, and yield Isolated yield 49.2%. The reactants are COC(=O)C=1N(C=C(C(C1OCC1=CC=CC=C1)=O)C(NCC1=CC=C(C=C1)F)=O)CC=O (3-benzyloxy-5-(4-fluoro-benzylcarbamoyl)-4-oxo-1-(2-oxo-ethyl)-1,4-dihydro-pyridine-2-carboxylic acid methyl ester), C(C)(=O)O (acetic acid), N[C@H](CCNC1CCSCC1)C ([(3S)-3-aminobutyl]tetrahydro-2H-thiopyran-4-ylamine). As a reaction SMILES: CO[C:3]([C:5]1[N:6]([CH2:31][CH:32]=O)[CH:7]=[C:8]([C:20](=[O:30])[NH:21][CH2:22][C:23]2[CH:28]=[CH:27][C:26]([F:29])=[CH:25][CH:24]=2)[C:9](=[O:19])[C:10]=1[O:11][CH2:12][C:13]1[CH:18]=[CH:17][CH:16]=[CH:15][CH:14]=1)=[O:4].[NH2:34][C@@H:35]([CH3:45])[CH2:36][CH2:37][NH:38][CH:39]1[CH2:44][CH2:43][S:42][CH2:41][CH2:40]1.C(O)(=O)C>ClCCl>[F:29][C:26]1[CH:25]=[CH:24][C:23]([CH2:22][NH:21][C:20]([C:8]2[C:9](=[O:19])[C:10]([O:11][CH2:12][C:13]3[CH:18]=[CH:17][CH:16]=[CH:15][CH:14]=3)=[C:5]3[C:3](=[O:4])[N:34]4[C@@H:35]([CH3:45])[CH2:36][CH2:37][N:38]([CH:39]5[CH2:44][CH2:43][S:42][CH2:41][CH2:40]5)[C@@H:32]4[CH2:31][N:6]3[CH:7]=2)=[O:30])=[CH:28][CH:27]=1. The product is FC1=CC=C(C=C1)CNC(=O)C=1C(C(=C2N(C[C@@H]3N([C@H](CCN3C3CCSCC3)C)C2=O)C1)OCC1=CC=CC=C1)=O ((4S,12aS)—N-[(4-fluorophenyl)methyl]-4-methyl-6,8-dioxo-7-[(phenylmethyl)oxy]-1-(tetrahydro-2H-thiopyran-4-yl)-1,2,3,4,6,8,12,12a-octahydropyrido[1′,2′:4,5]pyrazino[1,2-a]pyrimidine-9-carboxamide). Solvent: ClCCl (dichloromethane). Procedure details: The title compound was made in two steps using a similar process to that described in example Z-2. 16 (25 mg, 0.055 mmol) and free based [(3S)-3-aminobutyl]tetrahydro-2H-thiopyran-4-ylamine (48 mg, 0.26 mmol) were reacted in dichloromethane (2 mL) with acetic acid to give (4S,12aS)—N-[(4-fluorophenyl)methyl]-4-methyl-6,8-dioxo-7-[(phenylmethyl)oxy]-1-(tetrahydro-2H-thiopyran-4-yl)-1,2,3,4,6,8,12,12a-octahydropyrido[1′,2′:4,5]pyrazino[1,2-a]pyrimidine-9-carboxamide (16 mg, 49%) as a film. This ma... The reactants are C1(=CC=CC=C1)C(C(=O)N1CCCCC1)=O (1-(phenylglyoxylyl)piperidine). The solvent is O (water). The product is C1(=CC=CC=C1)C1C2CCCCN2C1=O (7-phenyl-1-azabicyclo[4.2.0]octan-8-one). As a reaction SMILES: [C:1]1([C:7](=O)[C:8]([N:10]2[CH2:15][CH2:14][CH2:13][CH2:12][CH2:11]2)=[O:9])[CH:6]=[CH:5][CH:4]=[CH:3][CH:2]=1>O>[C:1]1([CH:7]2[C:8](=[O:9])[N:10]3[CH:15]2[CH2:14][CH2:13][CH2:12][CH2:11]3)[CH:6]=[CH:5][CH:4]=[CH:3][CH:2]=1. Procedure: contacting a solution of 1-(phenylglyoxylyl)piperidine arenesulfonylhydrazone in a water immiscible organic solvent with an inorganic base, in the presence of phase transfer catalyst to obtain 7-phenyl-1-azabicyclo[4.2.0]octan-8-one; The reactants are COC(=O)C1=CC2=C(NC=N2)C(=C1NC1=C(C=CC=C1)C)F (7-Fluoro-6-o-tolylamino-1H-benzoimidazole-5-carboxylic acid methyl ester), ClN1C(CCC1=O)=O (N-chlorosuccinimide). Yields the product COC(=O)C1=CC2=C(N=CN2)C(=C1NC1=C(C=C(C=C1)Cl)C)F (6-(4-Chloro-2-methyl-phenylamino)-7-fluoro-3H-benzoimidazole-5-carboxylic acid methyl ester). RXN SMILES: [CH3:1][O:2][C:3]([C:5]1[C:13]([NH:14][C:15]2[CH:20]=[CH:19][CH:18]=[CH:17][C:16]=2[CH3:21])=[C:12]([F:22])[C:8]2[NH:9][CH:10]=[N:11][C:7]=2[CH:6]=1)=[O:4].[Cl:23]N1C(=O)CCC1=O>>[CH3:1][O:2][C:3]([C:5]1[C:13]([NH:14][C:15]2[CH:20]=[CH:19][C:18]([Cl:23])=[CH:17][C:16]=2[CH3:21])=[C:12]([F:22])[C:8]2[N:9]=[CH:10][NH:11][C:7]=2[CH:6]=1)=[O:4]. Procedure details: 7-Fluoro-6-o-tolylamino-3H-benzoimidazole-5-carboxylic acid methyl ester 7a is converted by the procedure already described for bromination, except N-chlorosuccinimide is used instead of N-bromosuccinimide, to yield the desired product. MS ESI (+) m/z 334, 336 (M+, Cl pattern) detected. The reactants are CC1(CC2=C(O1)C(=CC=C2)S(=O)(=O)NC(=O)NC)C (N-(2,3-dihydro-2,2-dimethylbenzo[b]furan-7-ylsulfonyl)-N'-methylurea), C(=O)(Cl)Cl (phosgene). Run in ClC1=CC=CC=C1 (chlorobenzene). Yields the product CC1(CC2=C(O1)C(=CC=C2)S(=O)(=O)N=C=O)C (2,3-dihydro-2,2-dimethylbenzo[b]furan-7-ylsulfonylisocyanate). Reaction SMILES: [CH3:1][C:2]1([CH3:19])[O:6][C:5]2[C:7]([S:11]([NH:14][C:15](NC)=[O:16])(=[O:13])=[O:12])=[CH:8][CH:9]=[CH:10][C:4]=2[CH2:3]1.C(Cl)(Cl)=O>ClC1C=CC=CC=1>[CH3:1][C:2]1([CH3:19])[O:6][C:5]2[C:7]([S:11]([N:14]=[C:15]=[O:16])(=[O:12])=[O:13])=[CH:8][CH:9]=[CH:10][C:4]=2[CH2:3]1. Reported procedure: 8 g of N-(2,3-dihydro-2,2-dimethylbenzo[b]furan-7-ylsulfonyl)-N'-methylurea are dispersed in 400 ml of absolute chlorobenzene and the dispersion is saturated with phosgene at about 130° C., whereupon a clear solution forms. The solvent is then destilled off in vacuo, with the exclusion of moisture, to give 2,3-dihydro-2,2-dimethylbenzo[b]furan-7-ylsulfonylisocyanate in the form of an oil, which can be used without further purification for obtaining the fused N-phenylsulfonyl-N'-pyrimidinylureas ... Reactants: BrC1=CC=C2COC(C2=C1)O (6-bromo-1,3-dihydroisobenzofuran-1-ol), C(C)C1=CC=C(C=C1)[Mg]Br (4-ethylphenylmagnesium bromide). The solvent is O1CCCC1 (tetrahydrofuran). Reaction conditions: time 12 hour. Yields the product BrC=1C=CC(=C(C1)C(O)C1=CC=C(C=C1)CC)CO ((5-bromo-2-(hydroxymethyl)phenyl)(4-ethylphenyl)methanol). Isolated yield 49.0%. As a reaction SMILES: [Br:1][C:2]1[CH:10]=[C:9]2[C:5]([CH2:6][O:7][CH:8]2[OH:11])=[CH:4][CH:3]=1.[CH2:12]([C:14]1[CH:19]=[CH:18][C:17]([Mg]Br)=[CH:16][CH:15]=1)[CH3:13]>O1CCCC1>[Br:1][C:2]1[CH:3]=[CH:4][C:5]([CH2:6][OH:7])=[C:9]([CH:8]([C:17]2[CH:18]=[CH:19][C:14]([CH2:12][CH3:13])=[CH:15][CH:16]=2)[OH:11])[CH:10]=1. Reported procedure: Step 2) To a solution of compound 145 (2.1 g, 9.77 mmol) in tetrahydrofuran (40.0 mL) was slowly added 4-ethylphenylmagnesium bromide (39 mL, 0.5M solution in THF) at 0° C., and the reaction mixture was stirred for 12 h at room temperature. The resulting mixture was quenched with sat. NH4Cl, diluted with EtOAc and washed with brine. The organic layer was dried over MgSO4, filtered, and concentrated in vacuo. The crude was purified by silica gel column chromatography to provide (5-bromo-2-(hydrox... The reactants are Cl, [Na+], C1COCCO1, [OH-], O, COC(=O)c1nc(N2CCCN(C)S2(=O)=O)c2cccnc2c1O. Product: CN1CCCN(c2nc(C(=O)O)c(O)c3ncccc23)S1(=O)=O. RXN SMILES: [ClH:27].[Na+:2].[O:29]1[CH2:30][CH2:31][O:32][CH2:33][CH2:34]1.[OH-:1].[OH2:28].[OH:3][c:4]1[c:5]([C:23](=[O:24])[O:25][CH3:26])[n:6][c:7]([N:14]2[S:15](=[O:21])(=[O:22])[N:16]([CH3:20])[CH2:17][CH2:18][CH2:19]2)[c:8]2[cH:9][cH:10][cH:11][n:12][c:13]12>>[OH:3][c:4]1[c:5]([C:23](=[O:24])[OH:25])[n:6][c:7]([N:14]2[S:15](=[O:21])(=[O:22])[N:16]([CH3:20])[CH2:17][CH2:18][CH2:19]2)[c:8]2[cH:9][cH:10][cH:11][n:12][c:13]12. Starting materials: ClC=1C=C(OC2CCN(CC2)C[C@](CN2C(C3=CC=CC=C3C2=O)=O)(C)O)C=CC1Cl (2-[(2S)-3-[4-(3,4-dichlorophenoxy)piperidin-1-yl]-2-hydroxy-2-methylpropyl]-1H-isoindole-1,3(2H)-dione), CN (methylamine). Solvent: CO (methanol), C(C)O (ethanol). Conditions: time 24 hour. The product is NC[C@](CN1CCC(CC1)OC1=CC(=C(C=C1)Cl)Cl)(O)C ((2R)-1-Amino-2-methyl-3-[4-(3,4-dichlorophenoxy)piperidin-1-yl]propan-2-ol). Yield: 82.5%. RXN SMILES: [Cl:1][C:2]1[CH:3]=[C:4]([CH:28]=[CH:29][C:30]=1[Cl:31])[O:5][CH:6]1[CH2:11][CH2:10][N:9]([CH2:12][C@@:13]([OH:27])([CH3:26])[CH2:14][N:15]2C(=O)C3C(=CC=CC=3)C2=O)[CH2:8][CH2:7]1.CN>C(O)C.CO>[NH2:15][CH2:14][C@@:13]([CH3:26])([OH:27])[CH2:12][N:9]1[CH2:10][CH2:11][CH:6]([O:5][C:4]2[CH:28]=[CH:29][C:30]([Cl:31])=[C:2]([Cl:1])[CH:3]=2)[CH2:7][CH2:8]1. Procedure: To a solution of 2-[(2S)-3-[4-(3,4-dichlorophenoxy)piperidin-1-yl]-2-hydroxy-2-methylpropyl]-1H-isoindole-1,3(2H)-dione (278 mg, 0.6 mmoles) in ethanol (5 ml) was added aqueous methylamine (40% wt. solution in water, 6 ml). The mixture was stirred at room temperature for 24 h and then concentrated in vacuo to leave a crude yellow glass. This glass was dissolved in methanol (2 ml), added to an Isolute Flash SCX cartridge (2 g), washed with methanol (25 ml) and 7N ammonia in methanol (25 ml). The ... The reactants are N1=CC=CC=C1 (pyridine), NC1=C(C=2C=CC=NC2C=C1)C(=O)O (6-amino-quinoline-5-carboxylic acid), ClC=1C(=NC=CC1)N1N=C(C=C1C(=O)O)C(F)(F)F (2-(3-chloro-pyridin-2-yl)-5-trifluoromethyl-2H-pyrazole-3-carboxylic acid), 5134, CS(=O)(=O)Cl (methanesulfonyl chloride). Run in O1CCCC1 (tetrahydrofuran). Reaction conditions: temperature 0 celsius, time 48 hour. The product is ClC=1C(=NC=CC1)N1N=C(C=C1C1=NC=2C=CC3=NC=CC=C3C2C(O1)=O)C(F)(F)F (2-[2-(3-chloro-pyridin-2-yl)-5-trifluoromethyl-2H-pyrazol-3-yl]-3-oxa-1,8-diaza-phenanthren-4-one). As a reaction SMILES: [NH2:1][C:2]1[CH:11]=[CH:10][C:9]2[N:8]=[CH:7][CH:6]=[CH:5][C:4]=2[C:3]=1[C:12]([OH:14])=[O:13].[Cl:15][C:16]1[C:17]([N:22]2[C:26]([C:27](O)=O)=[CH:25][C:24]([C:30]([F:33])([F:32])[F:31])=[N:23]2)=[N:18][CH:19]=[CH:20][CH:21]=1.N1C=CC=CC=1.CS(Cl)(=O)=O>O1CCCC1>[Cl:15][C:16]1[C:17]([N:22]2[C:26]([C:27]3[O:13][C:12](=[O:14])[C:3]4[C:4]5[C:9](=[N:8][CH:7]=[CH:6][CH:5]=5)[CH:10]=[CH:11][C:2]=4[N:1]=3)=[CH:25][C:24]([C:30]([F:33])([F:31])[F:32])=[N:23]2)=[N:18][CH:19]=[CH:20][CH:21]=1. Procedure details: To a suspension of 240 mg (1.28 mmol) of 6-amino-quinoline-5-carboxylic acid in 9.60 mL of anhydrous tetrahydrofuran at 10° C., is added 372 mg (1.28 mmol) of 2-(3-chloro-pyridin-2-yl)-5-trifluoromethyl-2H-pyrazole-3-carboxylic acid followed by 5134 (6.38 mmol) of pyridine. Then the suspension is cooled to 0° C. and 398 μL (5.10 mmol) of methanesulfonyl chloride are added dropwise. The mixture is stirred at ambient temperature for 48 hours. Then the solvent is evaporated and the residue is preci...